This data is from the Open Reaction Database (ORD), a public repository of structured organic reaction records. The task is: describe an organic reaction: reactants, conditions, products, and yield Starting materials: [BH4-], CCOCC, O=Cc1ccccc1, NC(CO)C(=O)O, [Na+], [Na+], [OH-]. Yields the product O=C(O)C(CO)NCc1ccccc1. As a reaction SMILES: [BH4-:18].[CH3:20][CH2:21][O:22][CH2:23][CH3:24].[CH:10](=[O:11])[c:12]1[cH:13][cH:14][cH:15][cH:16][cH:17]1.[NH2:1][CH:2]([CH2:3][OH:4])[C:5]([OH:6])=[O:7].[Na+:19].[Na+:9].[OH-:8]>>[NH:1]([CH:2]([CH2:3][OH:4])[C:5]([OH:6])=[O:7])[CH2:10][c:12]1[cH:13][cH:14][cH:15][cH:16][cH:17]1.